Dataset: the Open Reaction Database (ORD), a public repository of structured organic reaction records. Task: describe an organic reaction: reactants, conditions, products, and yield Run in O (water). Starting materials: ClC1=CC=C(C=C1)C1(CC1)C1=NCCC2=CC=C(C=C12)OCCNS(=O)(=O)C=1C=NN(C1)C (N-[2-({1-[1-(4-chlorophenyl)cyclopropyl]-3,4-dihydroisoquinolin-7-yl}oxy)ethyl]-1-methyl-1H-pyrazole-4-sulfonamide), [BH4-].[Na+] (sodium borohydrid), CO (methanol). Reaction SMILES: [Cl:1][C:2]1[CH:7]=[CH:6][C:5]([C:8]2([C:11]3[C:20]4[C:15](=[CH:16][CH:17]=[C:18]([O:21][CH2:22][CH2:23][NH:24][S:25]([C:28]5[CH:29]=N[N:31]([CH3:33])[CH:32]=5)(=[O:27])=[O:26])[CH:19]=4)[CH2:14][CH2:13][N:12]=3)[CH2:10][CH2:9]2)=[CH:4][CH:3]=1.[BH4-].[Na+].[CH3:36]O>O>[Cl:1][C:2]1[CH:3]=[CH:4][C:5]([C:8]2([CH:11]3[C:20]4[C:15](=[CH:16][CH:17]=[C:18]([O:21][CH2:22][CH2:23][NH:24][S:25]([C:28]5[CH:32]=[N:31][CH:33]=[CH:36][CH:29]=5)(=[O:27])=[O:26])[CH:19]=4)[CH2:14][CH2:13][NH:12]3)[CH2:10][CH2:9]2)=[CH:6][CH:7]=1 |f:1.2|. Procedure details: A solution of N-[2-({1-[1-(4-chlorophenyl)cyclopropyl]-3,4-dihydroisoquinolin-7-yl}oxy)ethyl]-1-methyl-1H-pyrazole-4-sulfonamide (46 mg, 0.09 mmol), sodium borohydrid (7.2 mg, 0.19 mmol) in water (0.25 ml) and methanol (2 ml) was stirred for 3 days at room temperature. The solvent was removed, the residue dissolved in methylenehloride and extracted with water. The methylenehloride was evaporated and the remaining solid purified by chromatography. Yield: 20 mg (0.04 mmol, 43%) Product: ClC1=CC=C(C=C1)C1(CC1)C1NCCC2=CC=C(C=C12)OCCNS(=O)(=O)C=1C=NC=CC1 (N-[2-({1-[1-(4-Chlorophenyl)cyclopropyl]-1,2,3,4-tetrahydroisoquinolin-7-yl}oxy)ethyl]pyridine-3-sulfonamide).